This data is from the Open Reaction Database (ORD), a public repository of structured organic reaction records. The task is: describe an organic reaction: reactants, conditions, products, and yield Starting materials: N1=CC=CC2=CC=CC=C12 (quinoline), S(=O)(=O)(OC)OC (Dimethyl sulfate), N1=CC=CC2=CC=CC=C12 (quinoline), COS(=O)(=O)OC (dimethylsulfate), 4A. Run in C1=CC=CC=C1 (benzene), C1=CC=CC=C1 (benzene), C1=CC=CC=C1 (benzene). Product: COS(=O)(=O)[O-].C[N+]1=CC=CC2=CC=CC=C12 (N-methylquinolinium methylsulfate). Reaction SMILES: [N:1]1[C:10]2[C:5](=[CH:6][CH:7]=[CH:8][CH:9]=2)[CH:4]=[CH:3][CH:2]=1.[CH3:11][O:12][S:13]([O:16]C)(=[O:15])=[O:14]>C1C=CC=CC=1>[CH3:11][O:12][S:13]([O-:16])(=[O:15])=[O:14].[CH3:11][N+:1]1[C:10]2[C:5](=[CH:6][CH:7]=[CH:8][CH:9]=2)[CH:4]=[CH:3][CH:2]=1 |f:3.4|. Procedure details: Pure, commercial grades of quinoline, benzene and dimethylsulfate were stored over Molecular Sieve 4A for two days prior to reaction. Into a three liter, three-necked round bottomed flask fitted with an electrical heater, stirrer, dropping funnel and an efficient reflux condenser equipped with calcium chloride drying tube were placed quinoline 300 ml. (328.8 g., 2.54 moles) in benzene 900 ml. Dimethyl sulfate 240 ml. (319.2 g., 2.53 moles) in benzene 180 ml. was run in rapidly over five minutes ... Starting materials: COC(=O)c1ccc2[nH]c(COc3ccc(C(C)(C)C)cc3)nc2c1, CC(=O)O, Cl. Yields the product CC(C)(C)c1ccc(OCc2nc3cc(C(=O)O)ccc3[nH]2)cc1. As a reaction SMILES: [CH3:1][O:2][C:3](=[O:4])[c:5]1[cH:6][c:7]2[c:8]([nH:9][c:10]([CH2:12][O:13][c:14]3[cH:15][cH:16][c:17]([C:20]([CH3:21])([CH3:22])[CH3:23])[cH:18][cH:19]3)[n:11]2)[cH:24][cH:25]1.[CH3:27][C:28](=[O:29])[OH:30].[ClH:26]>>[O:2]=[C:3]([OH:4])[c:5]1[cH:6][c:7]2[c:8]([nH:9][c:10]([CH2:12][O:13][c:14]3[cH:15][cH:16][c:17]([C:20]([CH3:21])([CH3:22])[CH3:23])[cH:18][cH:19]3)[n:11]2)[cH:24][cH:25]1. The reactants are ClCCl, COc1cc(-c2nn(C3CCN(C(=O)OCc4ccccc4)CC3)c3ncnc(N)c23)ccc1NC(=O)OC(C)(C)C, O=C(O)C(F)(F)F. Product: COc1cc(-c2nn(C3CCN(C(=O)OCc4ccccc4)CC3)c3ncnc(N)c23)ccc1N. RXN SMILES: [Cl:50][CH2:51][Cl:52].[NH2:1][c:2]1[c:3]2[c:4]([n:5][cH:6][n:7]1)[n:8]([CH:27]1[CH2:28][CH2:29][N:30]([C:33](=[O:34])[O:35][CH2:36][c:37]3[cH:38][cH:39][cH:40][cH:41][cH:42]3)[CH2:31][CH2:32]1)[n:9][c:10]2-[c:11]1[cH:12][c:13]([O:25][CH3:26])[c:14]([NH:17][C:18]([O:19][C:20]([CH3:21])([CH3:22])[CH3:23])=[O:24])[cH:15][cH:16]1.[OH:43][C:44]([C:45]([F:46])([F:47])[F:48])=[O:49]>>[NH2:1][c:2]1[c:3]2[c:4]([n:5][cH:6][n:7]1)[n:8]([CH:27]1[CH2:28][CH2:29][N:30]([C:33](=[O:34])[O:35][CH2:36][c:37]3[cH:38][cH:39][cH:40][cH:41][cH:42]3)[CH2:31][CH2:32]1)[n:9][c:10]2-[c:11]1[cH:12][c:13]([O:25][CH3:26])[c:14]([NH2:17])[cH:15][cH:16]1. The reactants are [Br-], BrCCBr, CC(C)CCCC(C)CCBr, CC(C)CCCC(C)CC[Mg+], [Cl-], [Cl-], [Mg], C1CCOC1, [Zn+2]. The product is CC(C)CCCC(C)CC[Zn+], [Cl-]. Reaction SMILES: [Br-:20].[CH2:13]([Br:14])[CH2:15][Br:16].[CH3:1][CH:2]([CH2:3][CH2:4][Br:5])[CH2:6][CH2:7][CH2:8][CH:9]([CH3:10])[CH3:11].[CH3:21][CH:22]([CH2:23][CH2:24][CH2:25][CH:26]([CH3:27])[CH3:28])[CH2:29][CH2:30][Mg+:31].[Cl-:17].[Cl-:19].[Mg:12].[O:32]1[CH2:33][CH2:34][CH2:35][CH2:36]1.[Zn+2:18]>>[CH3:1][CH:2]([CH2:3][CH2:4][Zn+:18])[CH2:6][CH2:7][CH2:8][CH:9]([CH3:10])[CH3:11].[Cl-:17]. Reactants: Cc1cc(=O)oc2c(C)c(O)ccc12, O=[N+]([O-])O, O=S(=O)(O)O. Product: Cc1cc(=O)oc2c(C)c(O)c([N+](=O)[O-])cc12. As a reaction SMILES: [CH3:1][c:2]1[cH:3][c:4](=[O:14])[o:5][c:6]2[c:7]([CH3:13])[c:8]([OH:12])[cH:9][cH:10][c:11]12.[OH:15][N+:16]([O-:17])=[O:18].[S:19](=[O:20])(=[O:21])([OH:22])[OH:23]>>[CH3:1][c:2]1[cH:3][c:4](=[O:14])[o:5][c:6]2[c:7]([CH3:13])[c:8]([OH:12])[c:9]([N+:16](=[O:15])[O-:17])[cH:10][c:11]12. Reactants: [Si](OCC)(OCC)(OCC)CCCNC(=O)NCCCl ((EtO)3Si—CH2CH2CH2—NH—CO—NH—CH2CH2—Cl), [S-2].[Na+].[Na+] (sodium sulphide). The solvent is C(C)O (ethanol). Yields the product [Si](OCC)(OCC)(OCC)CCCNC(=O)NCCSCCNC(=O)NCCC[Si](OCC)(OCC)OCC ((EtO)3Si—CH2CH2CH2—NH—CO—NH—CH2CH2—S—CH2CH2—NH—CO—NH—CH2CH2CH2—Si(OEt)3). The yield is 97.9%. Reaction SMILES: [Si:1]([CH2:11][CH2:12][CH2:13][NH:14][C:15]([NH:17][CH2:18][CH2:19]Cl)=[O:16])([O:8][CH2:9][CH3:10])([O:5][CH2:6][CH3:7])[O:2][CH2:3][CH3:4].[S-2:21].[Na+].[Na+]>C(O)C>[Si:1]([CH2:11][CH2:12][CH2:13][NH:14][C:15]([NH:17][CH2:18][CH2:19][S:21][CH2:19][CH2:18][NH:17][C:15]([NH:14][CH2:13][CH2:12][CH2:11][Si:1]([O:2][CH2:3][CH3:4])([O:5][CH2:6][CH3:7])[O:8][CH2:9][CH3:10])=[O:16])=[O:16])([O:8][CH2:9][CH3:10])([O:5][CH2:6][CH3:7])[O:2][CH2:3][CH3:4] |f:1.2.3|. Procedure details: In a second reaction step, (EtO)3Si—CH2CH2CH2—NH—CO—NH—CH2CH2—Cl (100.00 g, 0.31 mol, 2.00 eq) is initially charged in ethanol (75 ml) in a 500 ml three-neck flask with stirrer, reflux condenser and internal thermometer. Dry sodium sulphide (Na2S, 14.47 g, 0.18 mol, 1.17 eq) is added and the mixture is heated to reflux. After a reaction time of 4.5 h, the mixture is cooled to room temperature and the suspension is filtered. The filtrate is freed of the solvent on a rotary evaporator and dried un... Reactants: [BH4-], CCOC(=O)c1oc2cccc(CBr)c2c1C, CS(C)=O, [Na+], O. Product: CCOC(=O)c1oc2cccc(C)c2c1C. RXN SMILES: [BH4-:18].[CH2:1]([CH3:2])[O:3][C:4](=[O:5])[c:6]1[o:7][c:8]2[c:9]([c:10]1[CH3:11])[c:12]([CH2:16][Br:17])[cH:13][cH:14][cH:15]2.[CH3:20][S:21]([CH3:22])=[O:23].[Na+:19].[OH2:24]>>[CH2:1]([CH3:2])[O:3][C:4](=[O:5])[c:6]1[o:7][c:8]2[c:9]([c:10]1[CH3:11])[c:12]([CH3:16])[cH:13][cH:14][cH:15]2.